This data is from the Open Reaction Database (ORD), a public repository of structured organic reaction records. The task is: describe an organic reaction: reactants, conditions, products, and yield The reactants are OCCCC1=NC(=NC(=C1)C1=CC(=CC(=C1)C(F)(F)F)S(NC)(=O)=O)C#N (4-(3-hydroxy-propyl)-6-(3-methylsulfamoyl-5-trifluoromethyl-phenyl)-pyrimidine-2-carbonitrile), CC(=O)OI1(C=2C=CC=CC2C(=O)O1)(OC(=O)C)OC(=O)C (Dess Martin reagent). Solvent: ClCCl (dichloromethane). Run at time 2 hour. Yields the product CNS(=O)(=O)C=1C=C(C=C(C1)C(F)(F)F)C1=NC(=NC(=C1)CCC=O)C#N (4-(3-methylsulfamoyl-5-tri-fluoromethyl-phenyl)-6-(3-oxo-propyl)-pyrimidine-2-carbonitrile). Isolated yield 128.3%. Reaction SMILES: [OH:1][CH2:2][CH2:3][CH2:4][C:5]1[CH:10]=[C:9]([C:11]2[CH:16]=[C:15]([C:17]([F:20])([F:19])[F:18])[CH:14]=[C:13]([S:21](=[O:25])(=[O:24])[NH:22][CH3:23])[CH:12]=2)[N:8]=[C:7]([C:26]#[N:27])[N:6]=1.CC(OI1(OC(C)=O)(OC(C)=O)OC(=O)C2C=CC=CC1=2)=O>ClCCl>[CH3:23][NH:22][S:21]([C:13]1[CH:12]=[C:11]([C:9]2[CH:10]=[C:5]([CH2:4][CH2:3][CH:2]=[O:1])[N:6]=[C:7]([C:26]#[N:27])[N:8]=2)[CH:16]=[C:15]([C:17]([F:19])([F:18])[F:20])[CH:14]=1)(=[O:25])=[O:24]. Procedure details: A suspension of 4-(3-hydroxy-propyl)-6-(3-methylsulfamoyl-5-trifluoromethyl-phenyl)-pyrimidine-2-carbonitrile (235 mg) and Dess Martin reagent (299 mg) in dichloromethane (5 mL) was stirred at room temperature for 2 h. The reaction mixture was purified by flash silica chromatography to afford 4-(3-methylsulfamoyl-5-tri-fluoromethyl-phenyl)-6-(3-oxo-propyl)-pyrimidine-2-carbonitrile as a pink oil (300 mg). MS m/z 399.0 (M+1), 100%. The reactants are ClCCCl, Cc1cc(C2(N)CC2)no1, ClCCl, Cl, CNC(=O)c1c(-c2ccc(F)cc2)oc2ccc(-c3cc(C(=O)O)c(OC)cc3C)cc12, On1nnc2ccccc21. Yields the product CNC(=O)c1c(-c2ccc(F)cc2)oc2ccc(-c3cc(C(=O)NC4(c5cc(C)on5)CC4)c(OC)cc3C)cc12. As a reaction SMILES: [CH2:53]([Cl:54])[CH2:55][Cl:56].[CH3:33][c:34]1[cH:35][c:36]([C:39]2([NH2:42])[CH2:40][CH2:41]2)[n:37][o:38]1.[Cl:58][CH2:59][Cl:60].[ClH:57].[F:1][c:2]1[cH:3][cH:4][c:5](-[c:8]2[o:9][c:10]3[c:11]([c:12]2[C:13]([NH:14][CH3:15])=[O:16])[cH:17][c:18](-[c:21]2[c:22]([CH3:32])[cH:23][c:24]([O:30][CH3:31])[c:25]([C:26](=[O:27])[OH:28])[cH:29]2)[cH:19][cH:20]3)[cH:6][cH:7]1.[OH:43][n:44]1[c:45]2[c:46]([cH:47][cH:48][cH:49][cH:50]2)[n:51][n:52]1>>[F:1][c:2]1[cH:3][cH:4][c:5](-[c:8]2[o:9][c:10]3[c:11]([c:12]2[C:13]([NH:14][CH3:15])=[O:16])[cH:17][c:18](-[c:21]2[c:22]([CH3:32])[cH:23][c:24]([O:30][CH3:31])[c:25]([C:26](=[O:28])[NH:42][C:39]4([c:36]5[cH:35][c:34]([CH3:33])[o:38][n:37]5)[CH2:40][CH2:41]4)[cH:29]2)[cH:19][cH:20]3)[cH:6][cH:7]1.